From a dataset of the Open Reaction Database (ORD), a public repository of structured organic reaction records. describe an organic reaction: reactants, conditions, products, and yield Starting materials: C(CC)[Li] (n-propyl lithium), C1(=CC=CC=C1)C (toluene), [Cl-].[NH4+] (ammonium chloride), resultant suspension, S(=O)(=O)([O-])C1=CC=C(C)C=C1 (tosylate), CCOCC (ether), CCOCC (ether). Reagents/catalysts: [Cu](I)I (copper iodide). Run at temperature -50 celsius. The product is C[C@H]1CC(=O)O[C@@H]1CCCC ((3S,4R)-3-methyl-4-octanolide). The yield is 70.6%. Reaction SMILES: [CH2:1]([Li])[CH2:2][CH3:3].S(C1C=CC(C)=CC=1)([O-])(=O)=[O:6].[C:16]1([CH3:22])[CH:21]=[CH:20]C=CC=1.[Cl-].[NH4+].CC[O:27][CH2:28][CH3:29]>[Cu](I)I>[CH3:3][C@@H:2]1[C@@H:1]([CH2:22][CH2:16][CH2:21][CH3:20])[O:6][C:28](=[O:27])[CH2:29]1 |f:3.4|. Procedure details: In 20 ml of anhydrous ether, 1.98 g of copper iodide (10.4 mmol) were suspended. To the obtained suspension, 20.8 ml of n-propyl lithium solution (1.0 N, 20.8 mmol) were added dropwise under an argon atmosphere with cooling at -50° C. Next, the resultant suspension was added dropwise into a mixture solution of 10 ml of anhydrous ether in which 1.97 g of tosylate (6.93 mmol) obtained in step [C] were dissolved, and 10 ml of toluene, under an argon atmosphere at -60° C. Next, the temperature of th... Starting materials: O.[OH-].[Li+] (lithium hydroxide monohydrate), O1CCOC12CCC(CC2)OC2=C(C=CC(=C2)F)NC=2C1=C(N=CN2)SC(=C1C)C(=O)OC (methyl 4-(2-(1,4-dioxaspiro[4.5]decan-8-yloxy)-4-fluorophenylamino)-5-methylthieno[2,3-d]pyrimidine-6-carboxylate). Run in C1CCOC1 (THF), O (water). Run at time 8 hour. Product: O1CCOC12CCC(CC2)OC2=C(C=CC(=C2)F)NC=2C1=C(N=CN2)SC(=C1C)C(=O)O (4-(2-(1,4-Dioxaspiro[4.5]decan-8-yloxy)-4-fluorophenylamino)-5-methylthieno[2,3-d]pyrimidine-6-carboxylic acid). RXN SMILES: O.[OH-].[Li+].[O:4]1[C:8]2([CH2:13][CH2:12][CH:11]([O:14][C:15]3[CH:20]=[C:19]([F:21])[CH:18]=[CH:17][C:16]=3[NH:22][C:23]3[C:24]4[C:31]([CH3:32])=[C:30]([C:33]([O:35]C)=[O:34])[S:29][C:25]=4[N:26]=[CH:27][N:28]=3)[CH2:10][CH2:9]2)[O:7][CH2:6][CH2:5]1>C1COCC1.O>[O:4]1[C:8]2([CH2:13][CH2:12][CH:11]([O:14][C:15]3[CH:20]=[C:19]([F:21])[CH:18]=[CH:17][C:16]=3[NH:22][C:23]3[C:24]4[C:31]([CH3:32])=[C:30]([C:33]([OH:35])=[O:34])[S:29][C:25]=4[N:26]=[CH:27][N:28]=3)[CH2:10][CH2:9]2)[O:7][CH2:6][CH2:5]1 |f:0.1.2|. Procedure details: 1.065 g lithium hydroxide monohydrate was added to 2.003 g methyl 4-(2-(1,4-dioxaspiro[4.5]decan-8-yloxy)-4-fluorophenylamino)-5-methylthieno[2,3-d]pyrimidine-6-carboxylate (cpd.19.1) in 100 ml THF and 60 ml water. After stirring at rt overnight the reaction mixture was quenched by 2 M aq. HCl and concentrated in vacuo. The resulting aq. layer was filtered. The filtercake was dried and triturated with MeOH:Et2O 20:1 to give the desired compound. Starting materials: C=CCC(O)(Cn1cc([N+](=O)[O-])nc1Cl)c1ccc(Br)cc1, O=C([O-])[O-], [Cs+], [Cs+], CN(C)C=O. Product: C=CCC1(c2ccc(Br)cc2)Cn2cc([N+](=O)[O-])nc2O1. Reaction SMILES: [Br:1][c:2]1[cH:3][cH:4][c:5]([C:8]([CH2:9][n:10]2[c:11]([Cl:18])[n:12][c:13]([N+:15](=[O:16])[O-:17])[cH:14]2)([CH2:19][CH:20]=[CH2:21])[OH:22])[cH:6][cH:7]1.[C:23](=[O:24])([O-:25])[O-:26].[Cs+:27].[Cs+:28].[O:29]=[CH:30][N:31]([CH3:32])[CH3:33]>>[Br:1][c:2]1[cH:3][cH:4][c:5]([C:8]2([CH2:19][CH:20]=[CH2:21])[CH2:9][n:10]3[c:11]([n:12][c:13]([N+:15](=[O:16])[O-:17])[cH:14]3)[O:22]2)[cH:6][cH:7]1. Solvent: O1CCOCC1 (dioxane). As a reaction SMILES: I[C:2]1[N:6]2[CH:7]=[CH:8][C:9]([C:11]3[CH:18]=[CH:17][C:14]([CH:15]=[O:16])=[CH:13][CH:12]=3)=[CH:10][C:5]2=[N:4][CH:3]=1.[C:19]1(B(O)O)[CH:24]=[CH:23][CH:22]=[CH:21][CH:20]=1.C(=O)([O-])[O-].[Na+].[Na+].[Cl-].[Li+]>O1CCOCC1>[C:19]1([C:2]2[N:6]3[CH:7]=[CH:8][C:9]([C:11]4[CH:18]=[CH:17][C:14]([CH:15]=[O:16])=[CH:13][CH:12]=4)=[CH:10][C:5]3=[N:4][CH:3]=2)[CH:24]=[CH:23][CH:22]=[CH:21][CH:20]=1 |f:2.3.4,5.6|. The reactants are Tetrakis(triphenylphosphoine)palladium(0), IC1=CN=C2N1C=CC(=C2)C2=CC=C(C=O)C=C2 (4-(3-iodoimidazo[1,2-a]pyridin-7-yl)benzaldehyde), C1(=CC=CC=C1)B(O)O (phenyl boronic acid), C([O-])([O-])=O.[Na+].[Na+] (sodium carbonate), tetrakis(triphenylphosphoine)palladium(0), C1(=CC=CC=C1)B(O)O (phenyl boronic acid), C([O-])([O-])=O.[Na+].[Na+] (sodium carbonate), [Cl-].[Li+] (lithium chloride). Reported procedure: Tetrakis(triphenylphosphoine)palladium(0) (92 mg, 0.080 mmol, 0.050 equiv) was added to a deoxygenated mixture of 4-(3-iodoimidazo[1,2-a]pyridin-7-yl)benzaldehyde (2-4, 555 mg, 1.94 mmol, 1 equiv), phenyl boronic acid (486 mg, 3.99 mmol, 2.50 equiv), and aqueous saturated sodium carbonate solution (2.4 mL, 3.0 equiv) in dioxane (20 mL), and the resulting mixture was heated at reflux for 4 h. Additional tetrakis(triphenylphosphoine)palladium(0) (100 mg, 0.09 mmol, 0.05 equiv), phenyl boronic acid... The product is C1(=CC=CC=C1)C1=CN=C2N1C=CC(=C2)C2=CC=C(C=O)C=C2 (4-(3-phenylimidazo[1,2-a]pyridin-7-yl)benzaldehyde). The reactants are C(=C)C1=C(C=CC=C1)C=C (divinylbenzene), ClC(Cl)[SiH3] (dichloromethylsilane), C(C)C=CC1=CC=CC=C1 (ethylvinylbenzene), ClC(Cl)[SiH3] (Dichloromethylsilane). Conditions: time 48 hour. The product is ClC(Cl)[SiH2]CCC=CC1=CC=CC=C1 ((2-dichloromethylsilyl-ethyl)styrene). As a reaction SMILES: C(C1C=CC=CC=1C=C)=C.[CH2:11]([CH:13]=[CH:14][C:15]1[CH:20]=[CH:19][CH:18]=[CH:17][CH:16]=1)[CH3:12].[Cl:21][CH:22]([SiH3:24])[Cl:23]>>[Cl:21][CH:22]([SiH2:24][CH2:12][CH2:11][CH:13]=[CH:14][C:15]1[CH:20]=[CH:19][CH:18]=[CH:17][CH:16]=1)[Cl:23]. Reported procedure: A 500 ml three-neck, round bottom flask equipped with a magnetic stirrer, a condenser and an addition funnel was charged with 60 ml (0.337 mol) of divinylbenzene (Aldrich Chemical Co., Milwaukee, Wis.); mixture of 80% m- and p- isomers and 20% ethylvinylbenzene) under an argon atmosphere and at room temperature (RT). While stirring, 200 ml of distilled and dried hexanes were added followed by 0.5 ml of the above described platinum catalyst solution (SIP6830.0 from Gelest). Dichloromethylsilane (...